describe an organic reaction: reactants, conditions, products, and yield From a dataset of the Open Reaction Database (ORD), a public repository of structured organic reaction records. The reactants are C(C)(C)(C)OC(=O)N1CC(=CC2=CC(=CC=C12)OC)N (N-tert-butyloxycarbonyl-6-methoxy-3-aminoquinoline), C(=O)(C(F)(F)F)O (TFA). The solvent is C(Cl)Cl (CH2Cl2). Run at time 8 hour. Yields the product COC=1C=C2C=C(C=NC2=CC1)N (6-methoxy-3-aminoquinoline). Reaction SMILES: C(OC([N:8]1[C:17]2[C:12](=[CH:13][C:14]([O:18][CH3:19])=[CH:15][CH:16]=2)[CH:11]=[C:10]([NH2:20])[CH2:9]1)=O)(C)(C)C.C(O)(C(F)(F)F)=O>C(Cl)Cl>[CH3:19][O:18][C:14]1[CH:13]=[C:12]2[C:17](=[CH:16][CH:15]=1)[N:8]=[CH:9][C:10]([NH2:20])=[CH:11]2. Procedure: To a stirred solution of N-tert-butyloxycarbonyl-6-methoxy-3-aminoquinoline (Step F, 3 g, 0.011 mol) in CH2Cl2 (50 mL) cooled at 0° C. was added TFA (8.4 mL, 0.11 mL). The reaction mixture was warmed to RT and stirred for 8 h. The reaction mixture was concentrated under vacuum. The residue was suspended into MTBE. The yellow solid was filtered off and washed with MTBE. The dry yellow solid was suspended in NaOH 1N and the suspension was stirred for 15 min. The resulting slurry was filtered. The ... The product is C(C)(C)(C)OC(=O)N1[C@@H](CC2CCCCC12)CO[C@H]1CC[C@H](CC1)C(=O)OC (methyl cis-4-[1-tert-butoxycarbonyl-(2S)-octahydro indolylmethoxy]cyclohexanecarboxylate). Reaction SMILES: [C:1]([O:5][C:6]([N:8]1[CH:16]2[CH:11]([CH2:12][CH2:13][CH2:14][CH2:15]2)[CH2:10][C@H:9]1[CH2:17][O:18][C:19]1[CH:28]=[CH:27][C:22]([C:23]([O:25][CH3:26])=[O:24])=[CH:21][CH:20]=1)=[O:7])([CH3:4])([CH3:3])[CH3:2]>CCO.CC(O)=O.[Rh]>[C:1]([O:5][C:6]([N:8]1[CH:16]2[CH:11]([CH2:12][CH2:13][CH2:14][CH2:15]2)[CH2:10][C@H:9]1[CH2:17][O:18][C@@H:19]1[CH2:28][CH2:27][C@H:22]([C:23]([O:25][CH3:26])=[O:24])[CH2:21][CH2:20]1)=[O:7])([CH3:4])([CH3:3])[CH3:2]. Conditions: time 48 hour. The yield is 84.3%. Reported procedure: A mixture of methyl 4-[1-tert-butoxycarbonyl-(2S)-octahydroindolylmethoxy]benzoate (700 mg, 1.8 mmol) and 5% Rh on alumina (400 mg) in EtOH (10.0 ml) and AcOH (1.0 ml) was hydrogenated at room temperature at 5 atm for 48 hr. The catalyst was filtered off and the filtrate was concentrated in vacuo. The residue was purified by column chromatography on silica gel with n-hexane-EtOAc (7:1, v/v) as eluent to give methyl cis-4-[1-tert-butoxycarbonyl-(2S)-octahydro indolylmethoxy]cyclohexanecarboxylate... Starting materials: C(C)(C)(C)OC(=O)N1[C@@H](CC2CCCCC12)COC1=CC=C(C(=O)OC)C=C1 (methyl 4-[1-tert-butoxycarbonyl-(2S)-octahydroindolylmethoxy]benzoate). The reagents and catalysts are [Rh] (Rh on alumina). Solvent: CCO (EtOH), CC(=O)O (AcOH). Procedure details: 38.0 g (170.8 mmol) of the compound from Example 32A and 58.5 ml (50.3 g, 341.6 mmol) dimethylformamide diethyl acetal are stirred at a bath temperature of 100° C. for 16 h. For working up, the cooled reaction solution is concentrated on a rotary evaporator and the residue is dried in vacuo. Reactants: C(C)OC(CN1C=NC(=C1)C(F)(F)F)=O ([4-(Trifluoromethyl)-1H-imidazol-1-yl]acetic acid ethyl ester), C(C)OC(N(C)C)OCC (dimethylformamide diethyl acetal). Yields the product C(C)OC(C(=CN(C)C)N1C=NC(=C1)C(F)(F)F)=O (3-(Dimethylamino)-2-[4-(trifluoromethyl)-1H-imidazol-1-yl]acrylic acid ethyl ester). Reaction SMILES: [CH2:1]([O:3][C:4](=[O:15])[CH2:5][N:6]1[CH:10]=[C:9]([C:11]([F:14])([F:13])[F:12])[N:8]=[CH:7]1)[CH3:2].C(O[CH:19](OCC)[N:20]([CH3:22])[CH3:21])C>>[CH2:1]([O:3][C:4](=[O:15])[C:5]([N:6]1[CH:10]=[C:9]([C:11]([F:14])([F:12])[F:13])[N:8]=[CH:7]1)=[CH:19][N:20]([CH3:22])[CH3:21])[CH3:2]. Starting materials: C(C1=CC=CC=C1)(=O)C1=CC2=C(N(C(S2)=O)CCOC2=CC=C(CC(C(=O)OC)C(=O)OC)C=C2)C=C1 (Dimethyl 2-{4-[2-(6-benzoyl-2-oxo-1,3-benzothiazol-3(2H)-yl)-ethoxy]benzyl}malonate), C(C)[SiH](CC)CC (triethylsilane). Solvent: FC(C(=O)O)(F)F (trifluoroacetic acid). Product: C(C1=CC=CC=C1)C1=CC2=C(N(C(S2)=O)CCOC2=CC=C(CC(C(=O)OC)C(=O)OC)C=C2)C=C1 (Dimethyl 2-{4-[2-(6-benzyl-2-oxo-1,3-benzothiazol-3(2H)-yl)-ethoxy]benzyl}malonate). RXN SMILES: [C:1]([C:9]1[CH:37]=[CH:36][C:12]2[N:13]([CH2:17][CH2:18][O:19][C:20]3[CH:35]=[CH:34][C:23]([CH2:24][CH:25]([C:30]([O:32][CH3:33])=[O:31])[C:26]([O:28][CH3:29])=[O:27])=[CH:22][CH:21]=3)[C:14](=[O:16])[S:15][C:11]=2[CH:10]=1)(=O)[C:2]1[CH:7]=[CH:6][CH:5]=[CH:4][CH:3]=1.C([SiH](CC)CC)C>FC(F)(F)C(O)=O>[CH2:1]([C:9]1[CH:37]=[CH:36][C:12]2[N:13]([CH2:17][CH2:18][O:19][C:20]3[CH:35]=[CH:34][C:23]([CH2:24][CH:25]([C:30]([O:32][CH3:33])=[O:31])[C:26]([O:28][CH3:29])=[O:27])=[CH:22][CH:21]=3)[C:14](=[O:16])[S:15][C:11]=2[CH:10]=1)[C:2]1[CH:7]=[CH:6][CH:5]=[CH:4][CH:3]=1. Procedure: Dissolve the compound obtained in Example 18 (0.7 g) in trifluoroacetic acid (1.6 ml) and then add triethylsilane (0.5 ml). Leave at ambient temperature for 2 days with magnetic stirring. Hydrolyse the reaction mixture and then extract twice with 30 ml of ether each time. Dry the organic phase over magnesium sulphate and evaporate it under reduced pressure. Carry out flash chromatography on the resulting residue using an 8/2 cyclohexane/ethyl acetate mixture as eluant. Reactants: COCc1c(C(=O)OC(C)C)ncc2c1c1cc(OCc3ccccc3)ccc1n2CC(=O)N(C)CCc1ccccc1, CO, Cl, [Na+], [OH-]. The product is COCc1c(C(=O)O)ncc2c1c1cc(OCc3ccccc3)ccc1n2CC(=O)N(C)CCc1ccccc1. Reaction SMILES: [CH3:1][CH:2]([CH3:3])[O:4][C:5](=[O:6])[c:7]1[c:8]([CH2:41][O:42][CH3:43])[c:9]2[c:10]([n:11]([CH2:26][C:27](=[O:28])[N:29]([CH2:30][CH2:31][c:32]3[cH:33][cH:34][cH:35][cH:36][cH:37]3)[CH3:38])[c:12]3[cH:13][cH:14][c:15]([O:18][CH2:19][c:20]4[cH:21][cH:22][cH:23][cH:24][cH:25]4)[cH:16][c:17]23)[cH:39][n:40]1.[CH3:47][OH:48].[ClH:46].[Na+:45].[OH-:44]>>[O:4]=[C:5]([OH:6])[c:7]1[c:8]([CH2:41][O:42][CH3:43])[c:9]2[c:10]([n:11]([CH2:26][C:27](=[O:28])[N:29]([CH2:30][CH2:31][c:32]3[cH:33][cH:34][cH:35][cH:36][cH:37]3)[CH3:38])[c:12]3[cH:13][cH:14][c:15]([O:18][CH2:19][c:20]4[cH:21][cH:22][cH:23][cH:24][cH:25]4)[cH:16][c:17]23)[cH:39][n:40]1. Yield: 90.4%. The product is C(C)OC(=O)C=1C(C2=CC(=CC=C2C1C1=CC=CC=C1)OC)(C1=CC(=CC=C1)OC)O (1-hydroxy-6-methoxy-1-(3-methoxy-phenyl)-3-phenyl-1H-indene-2-carboxylic Acid Ethyl Ester). RXN SMILES: [CH2:1]([O:3][C:4]([C:6]1[C:7](=[O:23])[C:8]2[C:13]([C:14]=1[C:15]1[CH:20]=[CH:19][CH:18]=[CH:17][CH:16]=1)=[CH:12][CH:11]=[C:10]([O:21][CH3:22])[CH:9]=2)=[O:5])[CH3:2].[CH3:24][O:25][C:26]1[CH:27]=[C:28]([Mg]Br)[CH:29]=[CH:30][CH:31]=1>C1COCC1>[CH2:1]([O:3][C:4]([C:6]1[C:7]([OH:23])([C:30]2[CH:29]=[CH:28][CH:27]=[C:26]([O:25][CH3:24])[CH:31]=2)[C:8]2[C:13]([C:14]=1[C:15]1[CH:20]=[CH:19][CH:18]=[CH:17][CH:16]=1)=[CH:12][CH:11]=[C:10]([O:21][CH3:22])[CH:9]=2)=[O:5])[CH3:2]. Run at temperature 0 celsius, time 1 hour. Procedure details: 6-Methoxy-1-oxo-3-phenyl-1H-indene-2-carboxylic acid ethyl ester (100 mg, 0.325 mmol) obtained in Example 1 was dissolved in THF and 1.5 equivalents of 3-methoxyphenylmagnesium bromide were added thereto, followed by stirring for 1 hr at 0° C. Then, the reaction mixture washed with saturated saline and extracted with ethyl acetate. The organic layer was separated, dried over anhydrous MgSO4, and concentrated under a reduced pressure. The resulting residue was purified by flash chromatography to ... Solvent: C1CCOC1 (THF). The reactants are C(C)OC(=O)C=1C(C2=CC(=CC=C2C1C1=CC=CC=C1)OC)=O (6-Methoxy-1-oxo-3-phenyl-1H-indene-2-carboxylic acid ethyl ester), COC=1C=C(C=CC1)[Mg]Br (3-methoxyphenylmagnesium bromide).